From a dataset of the Open Reaction Database (ORD), a public repository of structured organic reaction records. describe an organic reaction: reactants, conditions, products, and yield Starting materials: C(C)OC(=O)N1CCC2(C(C(C(O2)C)=O)C(=O)OCC)CC1 (ethyl 8-ethoxycarbonyl-2-meth-yl-3-oxo-1-oxa-8-azaspiro[4,5]decane-4-carboxylate), [Cl-].[Na+] (sodium chloride), O (water), ice water. Run in CN(C=O)C (N,N-dimethylformamide). Conditions: time 2 hour. Product: C(C)OC(=O)N1CCC2(CC(C(O2)C)=O)CC1 (8-ethoxycarbonyl-2-methyl-1-oxa-8-azaspiro[4,5]-decan-3-one). Yield: 73.0%. RXN SMILES: [CH2:1]([O:3][C:4]([N:6]1[CH2:22][CH2:21][C:9]2([O:13][CH:12]([CH3:14])[C:11](=[O:15])[CH:10]2C(OCC)=O)[CH2:8][CH2:7]1)=[O:5])[CH3:2].[Cl-].[Na+].O>CN(C)C=O>[CH2:1]([O:3][C:4]([N:6]1[CH2:7][CH2:8][C:9]2([O:13][CH:12]([CH3:14])[C:11](=[O:15])[CH2:10]2)[CH2:21][CH2:22]1)=[O:5])[CH3:2] |f:1.2|. Reported procedure: To a solution of 2.74 g ethyl 8-ethoxycarbonyl-2-meth-yl-3-oxo-1-oxa-8-azaspiro[4,5]decane-4-carboxylate in 10 ml N,N-dimethylformamide, were added 512 mg sodium chloride and 315 μl water, and the mixture was heated with stirring for two hours in an oil bath held at 140°-150° C. The reaction mixutre was poured into 30 ml ice water, the resulting mixture was extracted with chloroform, and the extract was washed with an aqueous solution of sodium chloride and dried over anhydrous magnesium sulfate... The reactants are CC(C)(C)C(=O)Cl, ClCCl, COC(=O)c1ccc(-c2nc3c(cc2-c2ccc(Cl)cc2)C(N)CC(C)(C)O3)c(Cl)c1. The product is COC(=O)c1ccc(-c2nc3c(cc2-c2ccc(Cl)cc2)C(NC(=O)C(C)(C)C)CC(C)(C)O3)c(Cl)c1. As a reaction SMILES: [C:32]([C:33]([CH3:34])([CH3:35])[CH3:36])(=[O:37])[Cl:38].[Cl:39][CH2:40][Cl:41].[NH2:1][CH:2]1[CH2:3][C:4]([CH3:30])([CH3:31])[O:5][c:6]2[n:7][c:8](-[c:19]3[c:20]([Cl:29])[cH:21][c:22]([C:23](=[O:24])[O:25][CH3:26])[cH:27][cH:28]3)[c:9](-[c:12]3[cH:13][cH:14][c:15]([Cl:18])[cH:16][cH:17]3)[cH:10][c:11]21>>[NH:1]([CH:2]1[CH2:3][C:4]([CH3:30])([CH3:31])[O:5][c:6]2[n:7][c:8](-[c:19]3[c:20]([Cl:29])[cH:21][c:22]([C:23](=[O:24])[O:25][CH3:26])[cH:27][cH:28]3)[c:9](-[c:12]3[cH:13][cH:14][c:15]([Cl:18])[cH:16][cH:17]3)[cH:10][c:11]21)[C:32]([C:33]([CH3:34])([CH3:35])[CH3:36])=[O:37].